This data is from the Open Reaction Database (ORD), a public repository of structured organic reaction records. The task is: describe an organic reaction: reactants, conditions, products, and yield Reactants: ClC1=CC=C(C=C1)N1N=CC(=C1C)C(=O)Cl (1-(4-chlorophenyl)-5-methylpyrazole-4-carboxylic chloride), NC=1C=CC(=C(C#N)C1)N1CCC(CC1)N1CCC(CC1)OC (5-amino-2-[4-(4-methoxypiperidin-1-yl)piperidin-1-yl]benzonitrile). Yields the product ClC1=CC=C(C=C1)N1N=CC(=C1C)C(=O)NC1=CC(=C(C=C1)N1CCC(CC1)N1CCC(CC1)OC)C#N (1-(4-Chlorophenyl)-N-[3-cyano-4-[4-(4-methoxypiperidin-1-yl)piperidin-1-yl]phenyl]-5-methylpyrazole-4-carboxamide). The yield is 23.9%. RXN SMILES: [Cl:1][C:2]1[CH:7]=[CH:6][C:5]([N:8]2[C:12]([CH3:13])=[C:11]([C:14](Cl)=[O:15])[CH:10]=[N:9]2)=[CH:4][CH:3]=1.[NH2:17][C:18]1[CH:19]=[CH:20][C:21]([N:26]2[CH2:31][CH2:30][CH:29]([N:32]3[CH2:37][CH2:36][CH:35]([O:38][CH3:39])[CH2:34][CH2:33]3)[CH2:28][CH2:27]2)=[C:22]([CH:25]=1)[C:23]#[N:24]>>[Cl:1][C:2]1[CH:7]=[CH:6][C:5]([N:8]2[C:12]([CH3:13])=[C:11]([C:14]([NH:17][C:18]3[CH:19]=[CH:20][C:21]([N:26]4[CH2:31][CH2:30][CH:29]([N:32]5[CH2:33][CH2:34][CH:35]([O:38][CH3:39])[CH2:36][CH2:37]5)[CH2:28][CH2:27]4)=[C:22]([C:23]#[N:24])[CH:25]=3)=[O:15])[CH:10]=[N:9]2)=[CH:4][CH:3]=1. Procedure details: By the reaction and treatment in the same manner as in Example 150 using 1-(4-chlorophenyl)-5-methylpyrazole-4-carboxylic chloride (0.4 g) and 5-amino-2-[4-(4-methoxypiperidin-1-yl)piperidin-1-yl]benzonitrile (0.5 g), the title compound (0.2 g) was obtained, melting point: 245° C. decomposition. Starting materials: C(C)OC(C1(N(CCC1C1=CC=C(C=C1)OC)C(C)=O)C(=O)OCC)=O (N-acetyl-2-ethoxycarbonyl-3-(4-methoxyphenyl)proline ethyl ester), Br (HBr). Solvent: CC(=O)O (HOAc). Product: Br.OC1=CC=C(C=C1)C1[C@H](NCC1)C(=O)OCC (3-(4-hydroxyphenyl)proline, ethyl ester hydrobromide). Reaction SMILES: [CH2:1]([O:3][C:4](=[O:26])[C:5]1(C(OCC)=O)[CH:9]([C:10]2[CH:15]=[CH:14][C:13]([O:16]C)=[CH:12][CH:11]=2)[CH2:8][CH2:7][N:6]1C(=O)C)[CH3:2].[BrH:27]>CC(O)=O>[BrH:27].[OH:16][C:13]1[CH:14]=[CH:15][C:10]([CH:9]2[CH2:8][CH2:7][NH:6][C@@H:5]2[C:4]([O:3][CH2:1][CH3:2])=[O:26])=[CH:11][CH:12]=1 |f:3.4|. Procedure: A solution of N-acetyl-2-ethoxycarbonyl-3-(4-methoxyphenyl)proline ethyl ester (10 g, 27 mmol) in aqueous HBr (48%, 40 mL) and HOAc (10 mL) was heated at 120° C. under a nitrogen atmosphere overnight. The reaction mixture was concentrated in vacuo, and the residue was azeotroped with acetonitrile (2×) and Et2O/toluene (1×) to yield 3-(4-hydroxyphenyl)proline, ethyl ester hydrobromide as a mixture of diastereomers. The reactants are C1(CCCCC1)NC1=C(C=C(C#N)C=C1)[N+](=O)[O-] (4-cyclohexylamino-3-nitrobenzonitrile), C1(CCCCC1)NC1=C(C=C(C#N)C=C1)[N+](=O)[O-] (4-Cyclohexylamino-3-nitrobenzonitrile), [Sn](C)(C)(C)N=[N+]=[N-] (Me3SnN3). Solvent: C1(=CC=CC=C1)C (toluene). Yields the product C1(CCCCC1)NC1=C(C=C(C=C1)C1=NN=NN1)[N+](=O)[O-] (Cyclohexyl-[2-nitro-4-(1H-tetrazol-5-yl)-phenyl]amine). Yield: 88.1%. As a reaction SMILES: [CH:1]1([NH:7][C:8]2[CH:15]=[CH:14][C:11]([C:12]#[N:13])=[CH:10][C:9]=2[N+:16]([O-:18])=[O:17])[CH2:6][CH2:5][CH2:4][CH2:3][CH2:2]1.[Sn]([N:23]=[N+:24]=[N-:25])(C)(C)C>C1(C)C=CC=CC=1>[CH:1]1([NH:7][C:8]2[CH:15]=[CH:14][C:11]([C:12]3[NH:25][N:24]=[N:23][N:13]=3)=[CH:10][C:9]=2[N+:16]([O-:18])=[O:17])[CH2:2][CH2:3][CH2:4][CH2:5][CH2:6]1. Procedure details: A solution of 1.10 g (4.49 mmol) of 4-cyclohexylamino-3-nitrobenzonitrile, Compound 127, and 1.11 g (5.39 mmol) of Me3SnN3 in 50 mL toluene was refluxed overnight. The crystals were collected by filtration, washed with toluene, dried, and treated with 50 mL 4M HCl in dioxane for 4 h. The solids were collected by filtration, washed with dioxane, and dried yielding 1.14 g (88%) red solids. MS: 289.15 (M+H+). Starting materials: CSC1=C(C=CC=C1)C=1OC=2C(=NC=CC2)N1 (2-(2-methylthiophenyl)oxazolo[4,5-b]pyridine), CC(=O)C (acetone), I(=O)(=O)(=O)[O-].[Na+] (sodium metaperiodate). Run in O (water). The product is CS(=O)C1=C(C=CC=C1)C=1OC=2C(=NC=CC2)N1 (2-(2-methylsulfinylphenyl)oxazolo[4,5-b]pyridine). As a reaction SMILES: [CH3:1][S:2][C:3]1[CH:8]=[CH:7][CH:6]=[CH:5][C:4]=1[C:9]1[O:10][C:11]2[C:12]([N:17]=1)=[N:13][CH:14]=[CH:15][CH:16]=2.CC(C)=[O:20].I([O-])(=O)(=O)=O.[Na+]>O>[CH3:1][S:2]([C:3]1[CH:8]=[CH:7][CH:6]=[CH:5][C:4]=1[C:9]1[O:10][C:11]2[C:12]([N:17]=1)=[N:13][CH:14]=[CH:15][CH:16]=2)=[O:20] |f:2.3|. Procedure details: A solution of 0.5 g. of 2-(2-methylthiophenyl)oxazolo[4,5-b]pyridine in 50 ml. of acetone was treated with 3 g. of sodium metaperiodate. After stirring over the weekend at room temperature, the mixture was diluted with 30 ml. of water. The acetone was distilled out and the resulting precipitate was recrystallized to give 2-(2-methylsulfinylphenyl)oxazolo[4,5-b]pyridine, m.p. 153.5°-155.5° C. Reactants: ClC=1C2=C(SC1COC1=C(C(C(=O)O)=CC=C1)C(=O)O)C=CC=C2 (3-(3-chloro-benzo[b]thiophen-2-ylmethoxy)-phthalic acid), Cl.NC1C(=O)NC(CC1)=O (alpha-amino-glutarimide hydrochloride). Run in N1=CC=CC=C1 (pyridine). The product is ClC=1C2=C(SC1COC1=C3C(N(C(C3=CC=C1)=O)C1C(NC(CC1)=O)=O)=O)C=CC=C2 (4-(3-chloro-benzo[b]thiophen-2-ylmethoxy)-2-(2,6-dioxo-piperidin-3-yl)-isoindole-1,3-dione). The yield is 38.0%. RXN SMILES: [Cl:1][C:2]1[C:3]2[CH:24]=[CH:23][CH:22]=[CH:21][C:4]=2[S:5][C:6]=1[CH2:7][O:8][C:9]1[CH:17]=[CH:16][CH:15]=[C:11]([C:12](O)=[O:13])[C:10]=1[C:18]([OH:20])=O.Cl.[NH2:26][CH:27]1[CH2:33][CH2:32][C:31](=[O:34])[NH:30][C:28]1=[O:29]>N1C=CC=CC=1>[Cl:1][C:2]1[C:3]2[CH:24]=[CH:23][CH:22]=[CH:21][C:4]=2[S:5][C:6]=1[CH2:7][O:8][C:9]1[CH:17]=[CH:16][CH:15]=[C:11]2[C:10]=1[C:18](=[O:20])[N:26]([CH:27]1[CH2:33][CH2:32][C:31](=[O:34])[NH:30][C:28]1=[O:29])[C:12]2=[O:13] |f:1.2|. Procedure details: A mixture of 3-(3-chloro-benzo[b]thiophen-2-ylmethoxy)-phthalic acid (1.6 g, 4.4 mmol), alpha-amino-glutarimide hydrochloride (0.76 g, 4.6 mmol) in pyridine was refluxed overnight. The mixture was evaporated and the residue was purified by flash column chromatography (methanol/methylene chloride) to give 4-(3-chloro-benzo[b]thiophen-2-ylmethoxy)-2-(2,6-dioxo-piperidin-3-yl)-isoindole-1,3-dione as a white solid (0.76 g, 38% yield); HPLC: Waters Symmetry C18, 5 μm, 3.9×150 mm, 1 mL/min, 240 nm, 60... Starting materials: C[Sn+](C)C, ClCCl, CCOC(=O)c1nc(-c2c(F)cccc2F)oc1Nc1ccccc1, [OH-]. Yields the product O=C(O)c1nc(-c2c(F)cccc2F)oc1Nc1ccccc1. RXN SMILES: [CH3:27][Sn+:28]([CH3:29])[CH3:30].[Cl:31][CH2:32][Cl:33].[F:1][c:2]1[c:3](-[c:9]2[o:10][c:11]([NH:19][c:20]3[cH:21][cH:22][cH:23][cH:24][cH:25]3)[c:12]([C:14](=[O:15])[O:16][CH2:17][CH3:18])[n:13]2)[c:4]([F:8])[cH:5][cH:6][cH:7]1.[OH-:26]>>[F:1][c:2]1[c:3](-[c:9]2[o:10][c:11]([NH:19][c:20]3[cH:21][cH:22][cH:23][cH:24][cH:25]3)[c:12]([C:14](=[O:15])[OH:16])[n:13]2)[c:4]([F:8])[cH:5][cH:6][cH:7]1.